From a dataset of the Open Reaction Database (ORD), a public repository of structured organic reaction records. describe an organic reaction: reactants, conditions, products, and yield Starting materials: C(C1=CC=CC=C1)(=O)OCC=1C=C(COC=2C=CC(=C(C2)C(=CC=CC(CC)(O)CC)CC)OC)C=CC1COC(C1=CC=CC=C1)=O (7-[5-(3,4-bis-benzoyloxymethylbenzyloxy)-2-methoxyphenyl]-3-ethylnona-4,6-dien-3-ol), [Cl-].[NH4+] (ammonium chloride). Solvent: C([O-])([O-])=O.[K+].[K+] (potassium carbonate), CO (methanol). Reaction conditions: time 5 hour. The product is OCC=1C=C(COC=2C=CC(=C(C2)/C(=C/C=C/C(CC)(O)CC)/CC)OC)C=CC1CO ((4E,6E)-7-[5-(3,4-bis-Hydroxymethyl-benzyloxy)-2-methoxyphenyl]-3-ethylnona-4,6-dien-3-ol). Reaction SMILES: C([O:9][CH2:10][C:11]1[CH:12]=[C:13]([CH:36]=[CH:37][C:38]=1[CH2:39][O:40]C(=O)C1C=CC=CC=1)[CH2:14][O:15][C:16]1[CH:17]=[CH:18][C:19]([O:34][CH3:35])=[C:20]([C:22]([CH2:32][CH3:33])=[CH:23][CH:24]=[CH:25][C:26]([CH2:30][CH3:31])([OH:29])[CH2:27][CH3:28])[CH:21]=1)(=O)C1C=CC=CC=1.[Cl-].[NH4+]>C(=O)([O-])[O-].[K+].[K+].CO>[OH:9][CH2:10][C:11]1[CH:12]=[C:13]([CH:36]=[CH:37][C:38]=1[CH2:39][OH:40])[CH2:14][O:15][C:16]1[CH:17]=[CH:18][C:19]([O:34][CH3:35])=[C:20](/[C:22](/[CH2:32][CH3:33])=[CH:23]/[CH:24]=[CH:25]/[C:26]([CH2:27][CH3:28])([OH:29])[CH2:30][CH3:31])[CH:21]=1 |f:1.2,3.4.5|. Reported procedure: 581 mg of 7-[5-(3,4-bis-benzoyloxymethylbenzyloxy)-2-methoxyphenyl]-3-ethylnona-4,6-dien-3-ol (0.89 mmol) are dissolved in 20 ml of a 2% potassium carbonate solution in methanol and then the reaction medium is stirred for 5 hours. After treating with a saturated ammonium chloride solution and extracting with ethyl acetate, the organic phases are combined, dried and concentrated under reduced pressure. The residue is purified by chromatography on a silica column. A yellow oil is obtained (m=284 m... The reactants are BrC=1C=CC(=C(NCCCO[Si](C)(C)C(C)(C)C)C1)[N+](=O)[O-] (5-Bromo-N-(3-((tert-butyldimethylsilyl)oxy)propyl)-2-nitroaniline). The reagents and catalysts are [Fe] (Iron). Run in O (water). Conditions: temperature 80 celsius. Yields the product BrC1=CC=C(C(=C1)NCCCO[Si](C)(C)C(C)(C)C)N (5-bromo-N1-(3-((tert-butyldimethylsilyl)oxy)propyl)benzene-1,2-diamine). As a reaction SMILES: [Br:1][C:2]1[CH:3]=[CH:4][C:5]([N+:20]([O-])=O)=[C:6]([CH:19]=1)[NH:7][CH2:8][CH2:9][CH2:10][O:11][Si:12]([C:15]([CH3:18])([CH3:17])[CH3:16])([CH3:14])[CH3:13]>[Fe].O>[Br:1][C:2]1[CH:19]=[C:6]([NH:7][CH2:8][CH2:9][CH2:10][O:11][Si:12]([C:15]([CH3:17])([CH3:16])[CH3:18])([CH3:13])[CH3:14])[C:5]([NH2:20])=[CH:4][CH:3]=1. Reported procedure: 5-Bromo-N-(3-((tert-butyldimethylsilyl)oxy)propyl)-2-nitroaniline from above was added to 2:1 2-propanaol:water (75 mL) (precipitate formed). Iron powder was added (1.147 g, 20.6 mmol) and the mixture was heated to 80° C. for 1 h. It turned black. After allowing to cool, the mixture was filtered through celite, rinsing with ethyl acetate. The filtrate was washed with water, washed with then brine, dried (MgSO4), filtered, and concentrated to give crude 5-bromo-N1-(3-((tert-butyldimethylsilyl)oxy... The reactants are C1(=CC=CC=C1)CCC1COC2=C1C=C(C=C2)CO (3-(2-phenylethyl)-2,3-dihydro-1-benzofuran-5-yl-methanol), C=1C=C[NH+]=CC1.[O-][Cr](=O)(=O)Cl (PCC), C(C)OCC (diethyl ether). The solvent is C(Cl)Cl (methylene chloride), C(Cl)Cl (methylene chloride). Conditions: time 12 hour. Product: C1(=CC=CC=C1)CCC1COC2=C1C=C(C=C2)C=O (3-(2-Phenylethyl)-2,3-dihydro-1-benzofuran-5-carbaldehyde). Isolated yield 6.1%. RXN SMILES: C1C=C[NH+]=CC=1.[O-][Cr](Cl)(=O)=O.[C:12]1([CH2:18][CH2:19][CH:20]2[C:24]3[CH:25]=[C:26]([CH2:29][OH:30])[CH:27]=[CH:28][C:23]=3[O:22][CH2:21]2)[CH:17]=[CH:16][CH:15]=[CH:14][CH:13]=1.C(OCC)C>C(Cl)Cl>[C:12]1([CH2:18][CH2:19][CH:20]2[C:24]3[CH:25]=[C:26]([CH:29]=[O:30])[CH:27]=[CH:28][C:23]=3[O:22][CH2:21]2)[CH:13]=[CH:14][CH:15]=[CH:16][CH:17]=1 |f:0.1|. Procedure: To a suspension of PCC (3.69 g, 17.10 mmol) in methylene chloride (20 ml), a solution of 3-(2-phenylethyl)-2,3-dihydro-1-benzofuran-5-yl-methanol (3.32 g, 13.16 mmol) in methylene chloride (100 ml) was added at room temperature. After stirring for 12 h, diethyl ether (300 ml) was added and the black solid precipitated was filtered and washed with diethyl ether several times. The filtrate was concentrated under vacuum and the residue was purified by flash chromatography on silica gel (petroleum e... Starting materials: ClC1=NC=C(C=C1C(=O)N[C@@H](C)C1=CC=C(C(=O)OC(C)(C)C)C=C1)Cl (tert-Butyl 4-((1S)-1-{[(2,5-dichloropyridin-3-yl)carbonyl]amino}ethyl)benzoate), ClC1=C(C=C(C=C1)F)O (2-chloro-5-fluorophenol). Product: ClC=1C=C(C(=NC1)OC1=C(C=CC(=C1)F)Cl)C(=O)N[C@@H](C)C1=CC=C(C(=O)OC(C)(C)C)C=C1 (tert-Butyl 4-[(1S)-1-({[5-chloro-2-(2-chloro-5-fluorophenoxy)pyridin-3-yl]carbonyl}amino)ethyl]benzoate). Reaction SMILES: Cl[C:2]1[C:7]([C:8]([NH:10][C@H:11]([C:13]2[CH:25]=[CH:24][C:16]([C:17]([O:19][C:20]([CH3:23])([CH3:22])[CH3:21])=[O:18])=[CH:15][CH:14]=2)[CH3:12])=[O:9])=[CH:6][C:5]([Cl:26])=[CH:4][N:3]=1.[Cl:27][C:28]1[CH:33]=[CH:32][C:31]([F:34])=[CH:30][C:29]=1[OH:35]>>[Cl:26][C:5]1[CH:6]=[C:7]([C:8]([NH:10][C@H:11]([C:13]2[CH:25]=[CH:24][C:16]([C:17]([O:19][C:20]([CH3:21])([CH3:22])[CH3:23])=[O:18])=[CH:15][CH:14]=2)[CH3:12])=[O:9])[C:2]([O:35][C:29]2[CH:30]=[C:31]([F:34])[CH:32]=[CH:33][C:28]=2[Cl:27])=[N:3][CH:4]=1. Procedure: The title compound was prepared according to the procedure described in step 2 of Example 45 from tert-butyl 4-((1S)-1-{[(2,5-dichloropyridin-3-yl)carbonyl]amino}ethyl)benzoate (step 1 of Example 45) and 2-chloro-5-fluorophenol: 1H-NMR (CDCl3) δ 8.55 (1H, d, J=2.7 Hz), 8.11 (1H, d, J=2.7 Hz), 8.06–8.04 (1H, m), 7.97–7.94 (2H, m), 7.51–7.45 (1H, m), 7.43–7.40 (2H, m), 7.12–7.00 (2H, m), 5.43–5.32 (1H, m), 1.61–1.58 (12H, m); MS (ESI) m/z 505 (M+H)+, 503 (M−H)−. Starting materials: CCOC(=O)c1oc2cccc(OCCOS(C)(=O)=O)c2c1C, C1CCOC1, CC(C)(C)N, CCOC(C)=O. Product: CCOC(=O)c1oc2cccc(OCCNC(C)(C)C)c2c1C. RXN SMILES: [CH2:1]([CH3:2])[O:3][C:4](=[O:5])[c:6]1[o:7][c:8]2[c:9]([c:10]1[CH3:11])[c:12]([O:16][CH2:17][CH2:18][O:19][S:20]([CH3:21])(=[O:22])=[O:23])[cH:13][cH:14][cH:15]2.[CH2:29]1[O:30][CH2:31][CH2:32][CH2:33]1.[CH3:24][C:25]([CH3:26])([CH3:27])[NH2:28].[CH3:34][CH2:35][O:36][C:37](=[O:38])[CH3:39]>>[CH2:1]([CH3:2])[O:3][C:4](=[O:5])[c:6]1[o:7][c:8]2[c:9]([c:10]1[CH3:11])[c:12]([O:16][CH2:17][CH2:18][NH:28][C:25]([CH3:24])([CH3:26])[CH3:27])[cH:13][cH:14][cH:15]2.